This data is from the Open Reaction Database (ORD), a public repository of structured organic reaction records. The task is: describe an organic reaction: reactants, conditions, products, and yield Starting materials: CN(C)C1(Cc2ccccc2)CCC(=O)CC1, CCOCC, [Cl-], Fc1ccccc1CCl, [Mg], [NH4+]. Product: Cl, CN(C)C1(Cc2ccccc2)CCC(O)(Cc2ccccc2F)CC1. Reaction SMILES: [CH2:11]([c:12]1[cH:13][cH:14][cH:15][cH:16][cH:17]1)[C:18]1([N:25]([CH3:26])[CH3:27])[CH2:19][CH2:20][C:21](=[O:24])[CH2:22][CH2:23]1.[CH3:30][CH2:31][O:32][CH2:33][CH3:34].[Cl-:28].[F:2][c:3]1[c:4]([CH2:5][Cl:6])[cH:7][cH:8][cH:9][cH:10]1.[Mg:1].[NH4+:29]>>[ClH:6].[F:2][c:3]1[c:4]([CH2:5][C:21]2([OH:24])[CH2:20][CH2:19][C:18]([CH2:11][c:12]3[cH:13][cH:14][cH:15][cH:16][cH:17]3)([N:25]([CH3:26])[CH3:27])[CH2:23][CH2:22]2)[cH:7][cH:8][cH:9][cH:10]1. The reactants are C1CCOC1, CC(C)(C)[O-], [K+], OCCO, O=[N+]([O-])c1ccc(F)cc1CS(=O)(=O)c1ccccc1. The product is O=[N+]([O-])c1ccc(OCCO)cc1CS(=O)(=O)c1ccccc1. As a reaction SMILES: [CH2:31]1[O:32][CH2:33][CH2:34][CH2:35]1.[CH3:25][C:26]([CH3:27])([O-:28])[CH3:29].[K+:30].[OH:21][CH2:22][CH2:23][OH:24].[c:1]1([S:7](=[O:8])(=[O:9])[CH2:10][c:11]2[c:12]([N+:18](=[O:19])[O-:20])[cH:13][cH:14][c:15]([F:17])[cH:16]2)[cH:2][cH:3][cH:4][cH:5][cH:6]1>>[c:1]1([S:7](=[O:8])(=[O:9])[CH2:10][c:11]2[c:12]([N+:18](=[O:19])[O-:20])[cH:13][cH:14][c:15]([O:21][CH2:22][CH2:23][OH:24])[cH:16]2)[cH:2][cH:3][cH:4][cH:5][cH:6]1. Reactants: FC(C=1C=C(C=C(C1)C(F)(F)F)[C@@H]1[C@@H](N(C(O1)=O)CC1=C(C=CC(=C1)C(F)(F)F)C1=CC(=CC=C1OC)C1=C(C=CC=C1)C)C)(F)F ((4S,5R)-5-[3,5-bis(trifluoromethyl)phenyl]-3-{[6′-methoxy-2″-methyl-4-(trifluoromethyl)-1,1′:3′,1″-terphenyl-2-yl]methyl}-4-methyl-1,3-oxazolidin-2-one), B(Br)(Br)Br (boron tribromide). Solvent: ClCCl (dichloromethane). Yields the product FC(C=1C=C(C=C(C1)C(F)(F)F)[C@@H]1[C@@H](N(C(O1)=O)CC1=C(C=CC(=C1)C(F)(F)F)C1=CC(=CC=C1O)C1=C(C=CC=C1)C)C)(F)F ((4S,5R)-5-[3,5-bis(trifluoromethyl)phenyl]-3-{[6′-hydroxy-2″-methyl-4-(trifluoromethyl)-1,1′:3′,1″-terphenyl-2-yl]methyl}-4-methyl-1,3-oxazolidin-2-one). Reaction SMILES: [F:1][C:2]([F:47])([F:46])[C:3]1[CH:4]=[C:5]([C@H:13]2[O:17][C:16](=[O:18])[N:15]([CH2:19][C:20]3[CH:25]=[C:24]([C:26]([F:29])([F:28])[F:27])[CH:23]=[CH:22][C:21]=3[C:30]3[C:35]([O:36]C)=[CH:34][CH:33]=[C:32]([C:38]4[CH:43]=[CH:42][CH:41]=[CH:40][C:39]=4[CH3:44])[CH:31]=3)[C@H:14]2[CH3:45])[CH:6]=[C:7]([C:9]([F:12])([F:11])[F:10])[CH:8]=1.B(Br)(Br)Br>ClCCl>[F:12][C:9]([F:10])([F:11])[C:7]1[CH:6]=[C:5]([C@H:13]2[O:17][C:16](=[O:18])[N:15]([CH2:19][C:20]3[CH:25]=[C:24]([C:26]([F:28])([F:29])[F:27])[CH:23]=[CH:22][C:21]=3[C:30]3[C:35]([OH:36])=[CH:34][CH:33]=[C:32]([C:38]4[CH:43]=[CH:42][CH:41]=[CH:40][C:39]=4[CH3:44])[CH:31]=3)[C@H:14]2[CH3:45])[CH:4]=[C:3]([C:2]([F:1])([F:47])[F:46])[CH:8]=1. Reported procedure: To a cold solution (−78° C. bath) of (4S,5R)-5-[3,5-bis(trifluoromethyl)phenyl]-3-{[6′-methoxy-2″-methyl-4-(trifluoromethyl)-1,1′:3′,1″-terphenyl-2-yl]methyl}-4-methyl-1,3-oxazolidin-2-one (75 mg, 0.11 mmol) in dichloromethane (1 mL) was added boron tribromide (106.6 mg, 0.426 mmol). The resulting mixture was aged cold (−78° C. bath) for 1 hour then allowed to warm to ambient temperature overnight. Reaction was quenched with ice followed by extraction with dichloromethane. The combined extracts ... The reactants are ClC=1C=C(C=CC1Cl)C(=O)N[C@@H]1[C@@H](CN(C1=O)CC1=CC=CC=C1)C(=O)OC(C)(C)C (1,1,-Dimethylethyl cis-4-[[(3,4dichlorophenyl)carbonyl]amino]-5-oxo-1-phenylmethyl-3-pyrrolidinecarboxylate). The solvent is FC(C(=O)O)(F)F (trifluoroacetic acid). Conditions: time 3.5 hour. The product is ClC=1C=C(C=CC1Cl)C(=O)N[C@@H]1[C@@H](CN(C1=O)CC1=CC=CC=C1)C(=O)O (cis-4-[[(3,4-dichlorophenyl)carbonyl]amino]-5-oxo-1-(phenylmethyl)-3-pyrrolidinecarboxylic acid). The yield is 58.6%. Reaction SMILES: [Cl:1][C:2]1[CH:3]=[C:4]([C:9]([NH:11][C@H:12]2[C:16](=[O:17])[N:15]([CH2:18][C:19]3[CH:24]=[CH:23][CH:22]=[CH:21][CH:20]=3)[CH2:14][C@H:13]2[C:25]([O:27]C(C)(C)C)=[O:26])=[O:10])[CH:5]=[CH:6][C:7]=1[Cl:8]>FC(F)(F)C(O)=O>[Cl:1][C:2]1[CH:3]=[C:4]([C:9]([NH:11][C@H:12]2[C:16](=[O:17])[N:15]([CH2:18][C:19]3[CH:20]=[CH:21][CH:22]=[CH:23][CH:24]=3)[CH2:14][C@H:13]2[C:25]([OH:27])=[O:26])=[O:10])[CH:5]=[CH:6][C:7]=1[Cl:8]. Procedure: The tert-butyl ester of Example 14 (301 mg, 0.65 mmol) was dissolved in trifluoroacetic acid (3 ml) and stirred for 3.5 h after which time the reaction was concentrated in vacuo. The residue was suspended in CH2Cl2 and filtered to give 155 mg (58%) of the title compound as a solid. Anal Calcd for C19H16N2O4Cl2.1/4H2O: C,55.42; H,4.04; N,6.80. Found: C.55.43; H,4.13; N,6.83. DSC=217.26°-219.87° C. at 104.8 J/g. MS M+1 calcd for C19H16N2O4Cl2 408, found 408. Reactants: C[O-], CO, ClCc1cc2ccccc2cn1, Cl, [Na+]. Product: COCc1cc2ccccc2cn1. RXN SMILES: [CH3:14][O-:15].[CH3:17][OH:18].[Cl:2][CH2:3][c:4]1[n:5][cH:6][c:7]2[cH:8][cH:9][cH:10][cH:11][c:12]2[cH:13]1.[ClH:1].[Na+:16]>>[CH2:3]([c:4]1[n:5][cH:6][c:7]2[cH:8][cH:9][cH:10][cH:11][c:12]2[cH:13]1)[O:15][CH3:14]. Starting materials: CC(=O)O[C@H]1C=C[C@H]2[C@H]3CC4=C5[C@]2([C@H]1OC5=C(C=C4)OC)CCN3C (6-acetylcodeine), ClC(=O)OC(C)Cl (1-chloroethyl chloroformate), CN(C)C1=CC=CC2=C1C(=CC=C2)N(C)C (proton sponge). The solvent is C(Cl)Cl (methylene chloride). Yields the product COC1=C2C3=C(C[C@@H]4[C@H]5[C@]3(CCN4)[C@@H](O2)[C@H](C=C5)O)C=C1.Cl (norcodeine hydrochloride). Isolated yield 93.3%. Reaction SMILES: CC([O:4][C@@H:5]1[C@@H:14]2[O:15][C:16]3=[C:17]([O:20][CH3:21])[CH:18]=[CH:19][C:11]4=[C:12]3[C@:13]32[CH2:22][CH2:23][N:24](C)[C@H:9]([CH2:10]4)[C@@H:8]3[CH:7]=[CH:6]1)=O.[Cl:26]C(OC(Cl)C)=O.CN(C1C2C(N(C)C)=CC=CC=2C=CC=1)C>C(Cl)Cl>[CH3:21][O:20][C:17]1[CH:18]=[CH:19][C:11]2[CH2:10][C@H:9]3[NH:24][CH2:23][CH2:22][C@:13]45[C@H:14]([C@@H:5]([OH:4])[CH:6]=[CH:7][C@@H:8]34)[O:15][C:16]=1[C:12]=25.[ClH:26] |f:4.5|. Reported procedure: A solution of 6-acetylcodeine (10.0 g, 29.3 mmol), 1-chloroethyl chloroformate (5.56 g,38.1 mmol), and proton sponge (1.0 g) in methylene chloride (50 ml) was heated at reflux for 50 min. The reaction mixture was evaporated in vacuo to about 30 ml. Methanol (25 ml) and concentrated HCl (2 ml) were added. The solution was heated at reflux for 40 min. and evaporated in vacuo to almost dryness. The residue was added hexane and filtered to give norcodeine hydrochloride (8.8 g, 93% yield). IR (KBr), ...